Dataset: the Open Reaction Database (ORD), a public repository of structured organic reaction records. Task: describe an organic reaction: reactants, conditions, products, and yield The reactants are ClC=1C=CC2=C(C(N3[C@H](C=4N2C=NC4C(=O)OCC)CCC3)=O)C1 (ethyl (S)-7-chloro-11,12,13,13a-tetrahydro-9-oxo-9H-imidazo[1,5-a]pyrrolo[2,1-c][1,4]benzodiazepine-1-carboxylate), OCC1CC1 (hydroxymethyl-cyclopropane). The reagents and catalysts are CCO.CCO.CCO.CCO.[Ti] (tetraethyl orthotitanate). Run at time 20 minute. Yields the product ClC=1C=CC2=C(C(N3[C@H](C=4N2C=NC4C(=O)OCC4CC4)CCC3)=O)C1 (cyclopropylmethyl (S)-7-chloro-11,12,13,13a-tetrahydro-9-oxo-9H-imidazo[1,5-a]pyrrolo[2,1-c][1,4]benzodiazepine-1-carboxylate). As a reaction SMILES: [Cl:1][C:2]1[CH:3]=[CH:4][C:5]2[N:11]3[CH:12]=[N:13][C:14]([C:15]([O:17][CH2:18][CH3:19])=[O:16])=[C:10]3[C@@H:9]3[CH2:20][CH2:21][CH2:22][N:8]3[C:7](=[O:23])[C:6]=2[CH:24]=1.O[CH2:26][CH:27]1CC1>CCO.CCO.CCO.CCO.[Ti]>[Cl:1][C:2]1[CH:3]=[CH:4][C:5]2[N:11]3[CH:12]=[N:13][C:14]([C:15]([O:17][CH2:18][CH:19]4[CH2:27][CH2:26]4)=[O:16])=[C:10]3[C@@H:9]3[CH2:20][CH2:21][CH2:22][N:8]3[C:7](=[O:23])[C:6]=2[CH:24]=1 |f:2.3.4.5.6|. Procedure details: 6.92 g (20 mmol) of ethyl (S)-7-chloro-11,12,13,13a-tetrahydro-9-oxo-9H-imidazo[1,5-a]pyrrolo[2,1-c][1,4]benzodiazepine-1-carboxylate, 20 g of hydroxymethyl-cyclopropane and 1 g of tetraethyl orthotitanate are heated to 130° for 16 hours, evaporated in vacuo, the residue is taken up in chloroform and the solution is poured into about 20 percent hydrochloric acid. The mixture is stirred for 20 minutes, the chloroform phase is separated, washed successively with 1N hydrochloric acid and saturated ... The reactants are O=C([O-])[O-], Clc1cc(Cl)ncn1, [Cs+], [Cs+], C1COCCO1, C=CCO. The product is C=CCOc1cc(Cl)ncn1. Reaction SMILES: [C:13](=[O:14])([O-:15])[O-:16].[Cl:1][c:2]1[n:3][cH:4][n:5][c:6]([Cl:8])[cH:7]1.[Cs+:17].[Cs+:18].[O:19]1[CH2:20][CH2:21][O:22][CH2:23][CH2:24]1.[OH:9][CH2:10][CH:11]=[CH2:12]>>[Cl:1][c:2]1[n:3][cH:4][n:5][c:6]([O:9][CH2:10][CH:11]=[CH2:12])[cH:7]1. Starting materials: NC=1C=C(C=C(C1)C(=O)NC=1C=C(C=C2C=C(C=C(C12)S(=O)(=O)O)S(=O)(=O)O)S(=O)(=O)O)C(=O)NC=1C=C(C=C2C=C(C=C(C12)S(=O)(=O)O)S(=O)(=O)O)S(=O)(=O)O (8,8'-[(5-amino-m-phenylene)bis(carbonylimino)]di-1,3,6-naphthalenetrisulfonic acid), hexasodium, FS(=O)(=O)C=1C=C(C=CC1)N=C=O (m-fluorosulfonylphenylisocyanate). The product is FS(=O)(=O)C=1C=C(C=CC1)NC(NC=1C=C(C=C(C1)C(=O)NC=1C=C(C=C2C=C(C=C(C12)S(=O)(=O)O)S(=O)(=O)O)S(=O)(=O)O)C(=O)NC=1C=C(C=C2C=C(C=C(C12)S(=O)(=O)O)S(=O)(=O)O)S(=O)(=O)O)=O (8,8'-{{5-{3-[m-(fluorosulfonyl)phenyl]ureido}-1,3-phenylene}bis(carbonylimino)}di-1,3,6-naphthalenetrisulfonic acid), hexasodium. Reaction SMILES: [NH2:1][C:2]1[CH:3]=[C:4]([C:33]([NH:35][C:36]2[CH:37]=[C:38]([S:54]([OH:57])(=[O:56])=[O:55])[CH:39]=[C:40]3[C:45]=2[C:44]([S:46]([OH:49])(=[O:48])=[O:47])=[CH:43][C:42]([S:50]([OH:53])(=[O:52])=[O:51])=[CH:41]3)=[O:34])[CH:5]=[C:6]([C:8]([NH:10][C:11]2[CH:12]=[C:13]([S:29]([OH:32])(=[O:31])=[O:30])[CH:14]=[C:15]3[C:20]=2[C:19]([S:21]([OH:24])(=[O:23])=[O:22])=[CH:18][C:17]([S:25]([OH:28])(=[O:27])=[O:26])=[CH:16]3)=[O:9])[CH:7]=1.[F:58][S:59]([C:62]1[CH:63]=[C:64]([N:68]=[C:69]=[O:70])[CH:65]=[CH:66][CH:67]=1)(=[O:61])=[O:60]>O>[F:58][S:59]([C:62]1[CH:63]=[C:64]([NH:68][C:69](=[O:70])[NH:1][C:2]2[CH:3]=[C:4]([C:33]([NH:35][C:36]3[CH:37]=[C:38]([S:54]([OH:57])(=[O:56])=[O:55])[CH:39]=[C:40]4[C:45]=3[C:44]([S:46]([OH:49])(=[O:47])=[O:48])=[CH:43][C:42]([S:50]([OH:53])(=[O:52])=[O:51])=[CH:41]4)=[O:34])[CH:5]=[C:6]([C:8]([NH:10][C:11]3[CH:12]=[C:13]([S:29]([OH:32])(=[O:30])=[O:31])[CH:14]=[C:15]4[C:20]=3[C:19]([S:21]([OH:24])(=[O:22])=[O:23])=[CH:18][C:17]([S:25]([OH:28])(=[O:26])=[O:27])=[CH:16]4)=[O:9])[CH:7]=2)[CH:65]=[CH:66][CH:67]=1)(=[O:61])=[O:60]. Run at temperature 95 celsius, time 6 hour. Run in O (water). Reported procedure: To a stirred solution of 3.0 g of 8,8'-[(5-amino-m-phenylene)bis(carbonylimino)]di-1,3,6-naphthalenetrisulfonic acid, hexasodium salt in 45 ml of water is added 3.0 g of m-fluorosulfonylphenylisocyanate. Stirring is continued for 6 hours at room temperature, the resulting mixture is heated to about 95° C and is filtered through diatomaceous earth. The filter pad is washed with 40 ml of hot water and the filtrate is diluted with 500 ml of anhydrous ethanol while heating in a steam bath. The solut... Reaction SMILES: [F:1][C:2]([F:21])([C:5]([F:20])([F:19])[C:6]([F:18])([F:17])[C:7]([F:16])([F:15])[C:8]([F:14])([F:13])[C:9]([F:12])([F:11])[F:10])[CH:3]=[CH2:4].[CH:22]1C[CH:25]=[CH:24][CH:23]=1.[OH:27]O.[CH:29]([OH:31])=O>>[OH:27][CH:22]1[CH:29]([OH:31])[CH:25]2[CH2:24][CH:23]1[CH2:4][CH:3]2[C:2]([F:21])([F:1])[C:5]([F:19])([F:20])[C:6]([F:17])([F:18])[C:7]([F:15])([F:16])[C:8]([F:13])([F:14])[C:9]([F:12])([F:11])[F:10]. Procedure details: 8.2 g (20 mmol) of the Diels-Alder reaction product of 3,3,4,4,5,5,6,6,7,7,8,8,8-tridecafluoro-1-octene (perfluorohexylethene) and cyclopentadiene are mixed with 20 ml of formic acid, 1.3 ml of 70 percent strength hydrogen peroxide (30 mmol) is added at 60° C., and the mixture is held at 60° C. for 36 hours. The low-boiling components are distilled off in vacuo. The residue is extracted with three portions (130 ml in total) of methylene chloride. The combined extracts are dried with magnesium su... Conditions: time 36 hour. Yields the product OC1C2CC(C(C1O)C2)C(C(C(C(C(C(F)(F)F)(F)F)(F)F)(F)F)(F)F)(F)F (2,3-dihydroxy-5-(perfluorohexyl)bicyclo[2.2.1]heptane). Reactants: OO (hydrogen peroxide), C(=O)O (formic acid), FC(C=C)(C(C(C(C(C(F)(F)F)(F)F)(F)F)(F)F)(F)F)F (3,3,4,4,5,5,6,6,7,7,8,8,8-tridecafluoro-1-octene), C1=CC=CC1 (cyclopentadiene). The reactants are COC1=C(C=CC=C1)C1C(=C(C2=CC=CC=C12)C1=CC2=C(C=C1)OCO2)C(=O)OCC (ethyl (RS)-1-(2-methoxyphenyl)-3-(3,4-methylenedioxyphenyl)indene-2-carboxylate), COC1=C(C=CC=C1)C1C(C(C2=CC=CC=C12)C1=CC2=C(C=C1)OCO2)C(=O)OCC (Ethyl (1RS,2RS,3RS)-1-(2-Methoxyphenyl)-3-(3,4-methylenedioxyphenyl)indane-2-carboxylate). The reagents and catalysts are [Pd] (palladium on activated carbon). The solvent is CCO (EtOH). Reaction conditions: time 8 hour. Product: COC1=C(C=CC=C1)C1C(C(C2=CC=CC=C12)C1=CC2=C(C=C1)OCO2)C(=O)O ((1RS,2SR,3RS)-1-(2-Methoxypbenyl)-3-(3,4-methylenedioxyphenyl)indane-2-carboxylic acid). Isolated yield 100.0%. Reaction SMILES: [CH3:1][O:2][C:3]1[CH:8]=[CH:7][CH:6]=[CH:5][C:4]=1[CH:9]1[C:17]2[C:12](=[CH:13][CH:14]=[CH:15][CH:16]=2)[CH:11]([C:18]2[CH:23]=[CH:22][C:21]3[O:24][CH2:25][O:26][C:20]=3[CH:19]=2)[CH:10]1[C:27]([O:29]CC)=[O:28].COC1C=CC=CC=1C1C2C(=CC=CC=2)C(C2C=CC3OCOC=3C=2)=C1C(OCC)=O>CCO.[Pd]>[CH3:1][O:2][C:3]1[CH:8]=[CH:7][CH:6]=[CH:5][C:4]=1[CH:9]1[C:17]2[C:12](=[CH:13][CH:14]=[CH:15][CH:16]=2)[CH:11]([C:18]2[CH:23]=[CH:22][C:21]3[O:24][CH2:25][O:26][C:20]=3[CH:19]=2)[CH:10]1[C:27]([OH:29])=[O:28]. Reported procedure: Ethyl (1RS,2RS,3RS)-1-(2-Methoxyphenyl)-3-(3,4-methylenedioxyphenyl)indane-2-carboxylate. To a solution of ethyl (RS)-1-(2-methoxyphenyl)-3-(3,4-methylenedioxyphenyl)indene-2-carboxylate (90 mg, 0.22 mmol) in EtOH (10 ml) was added 10% palladium on activated carbon (90 mg). The resulting suspension was shaken on a Parr hydrogenator at 60 psi H2 overnight, then was filtered through a pad of Celite. The filtrate was concentrated under reduced pressure to afford the title compound (90 mg, 100%), wh... Starting materials: NC1=CC=C(C=C1)O (4-aminophenol), C1(CCCCC1)CC(=O)Cl (cyclohexylacetyl chloride), N1=CC=CC=C1 (pyridine). The solvent is ClCCl (dichloromethane). Reaction conditions: time 8 hour. Product: C1(CCCCC1)CC(=O)NC1=CC=C(C=C1)O (2-Cyclohexyl-N-(4-hydroxy-phenyl)-acetamide). The yield is 77.1%. Reaction SMILES: [NH2:1][C:2]1[CH:7]=[CH:6][C:5]([OH:8])=[CH:4][CH:3]=1.[CH:9]1([CH2:15][C:16](Cl)=[O:17])[CH2:14][CH2:13][CH2:12][CH2:11][CH2:10]1.N1C=CC=CC=1>ClCCl>[CH:9]1([CH2:15][C:16]([NH:1][C:2]2[CH:7]=[CH:6][C:5]([OH:8])=[CH:4][CH:3]=2)=[O:17])[CH2:14][CH2:13][CH2:12][CH2:11][CH2:10]1. Reported procedure: To a solution of 4-aminophenol (3.83 g, 35.1 mmol) in dichloromethane (50 ml) were added cyclohexylacetyl chloride (11.26 g, 70.1 mmol) and pyridine (5.67 ml, 70.1 mmol), while cooling the reaction mixture in an ice bath. After the addition was completed, the cooling bath was removed and stirring was continued overnight at room temperature. The solvent was removed and the residue was dissolved in THF (300 ml). 6N NaOH (aq, 41 ml) was added and the mixture was stirred at room temperature for 4 h.... Starting materials: COC(=O)C=1NS(C2=C(C1O)C=CC1=CC=CC=C12)(=O)=O (4-hydroxy-2H-naphtho[2,1-e]-1,2-thiazine-3-carboxylic acid methyl ester-1,1-dioxide), NC=1SC(=C(N1)C)C (2-amino-4,5-dimethyl-thiazole). Solvent: C=1(C(=CC=CC1)C)C (xylene). Product: CC=1N=C(SC1C)NC(=O)C=1NS(C2=C(C1O)C=CC1=CC=CC=C12)(=O)=O (N-(4,5-Dimethyl-2-thiazolyl)-4-hydroxy-2H-naphtho[2,1-e]-1,2-thiazine-3-carboxamide-1,1-dioxide). The yield is 35.0%. As a reaction SMILES: CO[C:3]([C:5]1[NH:6][S:7](=[O:21])(=[O:20])[C:8]2[C:19]3[C:14](=[CH:15][CH:16]=[CH:17][CH:18]=3)[CH:13]=[CH:12][C:9]=2[C:10]=1[OH:11])=[O:4].[NH2:22][C:23]1[S:24][C:25]([CH3:29])=[C:26]([CH3:28])[N:27]=1>C1(C)C(C)=CC=CC=1>[CH3:28][C:26]1[N:27]=[C:23]([NH:22][C:3]([C:5]2[NH:6][S:7](=[O:20])(=[O:21])[C:8]3[C:19]4[C:14](=[CH:15][CH:16]=[CH:17][CH:18]=4)[CH:13]=[CH:12][C:9]=3[C:10]=2[OH:11])=[O:4])[S:24][C:25]=1[CH3:29]. Procedure: N-(4,5-Dimethyl-2-thiazolyl)-4-hydroxy-2H-naphtho[2,1-e]-1,2-thiazine-3-carboxamide-1,1-dioxide was prepared analogous to Example 37 from 4-hydroxy-2H-naphtho[2,1-e]-1,2-thiazine-3-carboxylic acid methyl ester-1,1-dioxide and 2-amino-4,5-dimethyl-thiazole. Yield: 35% of theory;m.p. 253° C (decomp.; from xylene). Starting materials: COC=1C=C2C=3CSC4=C(C3N(C2=CC1)C)C=CC=N4 (8-methoxy-11-methyl-6,11-dihydro-5-thia-4,11-diaza-benzo[a]fluorene), Cl.N1=CC=CC=C1 (pyridine HCl salt). Run at temperature 180 celsius. Yields the product CN1C2=CC=C(C=C2C=2CSC3=C(C12)C=CC=N3)O (11-Methyl-6,11-dihydro-5-thia-4,11-diaza-benzo[a]fluoren-8-ol). Reaction SMILES: C[O:2][C:3]1[CH:4]=[C:5]2[C:13](=[CH:14][CH:15]=1)[N:12]([CH3:16])[C:11]1[C:10]3[CH:17]=[CH:18][CH:19]=[N:20][C:9]=3[S:8][CH2:7][C:6]2=1.Cl.N1C=CC=CC=1>>[CH3:16][N:12]1[C:11]2[C:10]3[CH:17]=[CH:18][CH:19]=[N:20][C:9]=3[S:8][CH2:7][C:6]=2[C:5]2[C:13]1=[CH:14][CH:15]=[C:3]([OH:2])[CH:4]=2 |f:1.2|. Reported procedure: A mixture of 8-methoxy-11-methyl-6,11-dihydro-5-thia-4,11-diaza-benzo[a]fluorene (100 mg, 0.355 mmoL) and pyridine HCl salt (410 mg, 3.55 mmoL) was sealed in a tube and heated to 180° C. for 2 hours. The reaction mixture was cooled and the residue was partitioned between water and EtOAc. The EtOAc layer was washed with saturated NaHCO3, water, brine, dried over anhydrous Na2SO4, filtered and concentrated to yield a brown oil. The crude material (the oil) was then purified by column chromatograph...